This data is from the Open Reaction Database (ORD), a public repository of structured organic reaction records. The task is: describe an organic reaction: reactants, conditions, products, and yield The reactants are CCOC(=O)CC(=O)OCC, CCO, [Cl-], ClCc1ccccc1I, Cl, [Na+], [Na]. Product: CCOC(=O)C(Cc1ccccc1I)C(=O)OCC. Reaction SMILES: [CH2:2]([CH3:3])[O:4][C:5]([CH2:6][C:7](=[O:8])[O:9][CH2:10][CH3:11])=[O:12].[CH3:25][CH2:26][OH:27].[Cl-:23].[Cl:13][CH2:14][c:15]1[c:16]([I:21])[cH:17][cH:18][cH:19][cH:20]1.[ClH:24].[Na+:22].[Na:1]>>[CH2:2]([CH3:3])[O:4][C:5]([CH:6]([C:7](=[O:8])[O:9][CH2:10][CH3:11])[CH2:14][c:15]1[c:16]([I:21])[cH:17][cH:18][cH:19][cH:20]1)=[O:12].